Dataset: the Open Reaction Database (ORD), a public repository of structured organic reaction records. Task: describe an organic reaction: reactants, conditions, products, and yield Reactants: CC(C)CCCC(C)C1CCC2C3CC=C4CC(OCCCCCCI)CCC4(C)C3CCC12C, [Na], C1CCOC1, O, OCC1OC(S)C(O)C(O)C1O. Product: CC(C)CCCC(C)C1CCC2C3CC=C4CC(OCCCCCCSC5OC(CO)C(O)C(O)C5O)CCC4(C)C3CCC12C. Reaction SMILES: [I:14][CH2:15][CH2:16][CH2:17][CH2:18][CH2:19][CH2:20][O:21][CH:22]1[CH2:23][C:24]2=[CH:25][CH2:26][CH:27]3[CH:28]4[CH2:29][CH2:30][CH:31]([CH:32]([CH2:33][CH2:34][CH2:35][CH:36]([CH3:37])[CH3:38])[CH3:39])[C:40]4([CH3:48])[CH2:41][CH2:42][CH:43]3[C:44]2([CH3:47])[CH2:45][CH2:46]1.[Na:1].[O:50]1[CH2:51][CH2:52][CH2:53][CH2:54]1.[OH2:49].[SH:2][CH:3]1[CH:4]([OH:5])[CH:6]([OH:7])[CH:8]([OH:9])[CH:10]([CH2:12][OH:13])[O:11]1>>[S:2]([CH:3]1[CH:4]([OH:5])[CH:6]([OH:7])[CH:8]([OH:9])[CH:10]([CH2:12][OH:13])[O:11]1)[CH2:15][CH2:16][CH2:17][CH2:18][CH2:19][CH2:20][O:21][CH:22]1[CH2:23][C:24]2=[CH:25][CH2:26][CH:27]3[CH:28]4[CH2:29][CH2:30][CH:31]([CH:32]([CH2:33][CH2:34][CH2:35][CH:36]([CH3:37])[CH3:38])[CH3:39])[C:40]4([CH3:48])[CH2:41][CH2:42][CH:43]3[C:44]2([CH3:47])[CH2:45][CH2:46]1. Solvent: C(C)O (ethanol), CN(C)C=O (DMF). RXN SMILES: [CH2:1]([O:5][C:6]([N:8]1[CH2:13][CH2:12][N:11]([C:14](=[O:42])[CH2:15][NH:16][C:17]([C:19]2[CH:28]=[C:27]([O:29][CH2:30][C:31]([O:33]CC3C=CC=CC=3)=[O:32])[C:26]3[C:21](=[CH:22][C:23]([CH3:41])=[CH:24][CH:25]=3)[N:20]=2)=[O:18])[CH2:10][CH2:9]1)=[O:7])[CH2:2][CH2:3][CH3:4]>C(O)C.CN(C=O)C>[CH2:1]([O:5][C:6]([N:8]1[CH2:13][CH2:12][N:11]([C:14](=[O:42])[CH2:15][NH:16][C:17]([C:19]2[CH:28]=[C:27]([O:29][CH2:30][C:31]([OH:33])=[O:32])[C:26]3[C:21](=[CH:22][C:23]([CH3:41])=[CH:24][CH:25]=3)[N:20]=2)=[O:18])[CH2:10][CH2:9]1)=[O:7])[CH2:2][CH2:3][CH3:4]. Reactants: C(CCC)OC(=O)N1CCN(CC1)C(CNC(=O)C1=NC2=CC(=CC=C2C(=C1)OCC(=O)OCC1=CC=CC=C1)C)=O (4-{2-[(4-Benzyloxycarbonylmethoxy-7-methyl-quinoline-2-carbonyl)-amino]-acetyl}-piperazine-1-carboxylic acid butyl ester). Conditions: time 4 hour. Product: C(CCC)OC(=O)N1CCN(CC1)C(CNC(=O)C1=NC2=CC(=CC=C2C(=C1)OCC(=O)O)C)=O (4-{2-[(4-Carboxymethoxy-7-methyl-quinoline-2-carbonyl)-amino]-acetyl}-piperazine-1-carboxylic acid butyl ester). Procedure details: To a solution of 5 g 4-{2-[(4-Benzyloxycarbonylmethoxy-7-methyl-quinoline-2-carbonyl)-amino]-acetyl}-piperazine-1-carboxylic acid butyl ester in 50 ml ethanol and 150 ml DMF were added under argon 732 mg Pd/C (10%) and the suspension was stirred under an atmosphere of hydrogen (5 bar) for 4 h. The suspension was filtered over a plug of Celite® and washed with ethanol and DMF. The crude product was obtained after evaporation of the solvent. Yield: 4.1 g. The reactants are COC1=CC(O)=CC(O)=C1 (phloroglucinol monomethyl ether), C(C)(=O)[O-] (acetate), ClCC#N (chloracetonitrile), Cl (HCl). The reagents and catalysts are [Cl-].[Zn+2].[Cl-] (zinc chloride). Yields the product OC1=CC(=C2C(COC2=C1)=O)OC (6-hydroxy-4-methoxy-3-coumaranone). RXN SMILES: [CH3:1][O:2][C:3]1[CH:10]=[C:8]([OH:9])[CH:7]=[C:5]([OH:6])[CH:4]=1.Cl[CH2:12]C#N.Cl.[C:16]([O-])(=[O:18])C>[Cl-].[Zn+2].[Cl-]>[OH:9][C:8]1[CH:10]=[C:3]2[C:4]([C:16](=[O:18])[CH2:1][O:2]2)=[C:5]([O:6][CH3:12])[CH:7]=1 |f:4.5.6|. Reported procedure: A process of synthesizing 5-methoxy psoralene comprising methylating phloroglucinol with methanol to obtain the monomethyl ether of phloroglucinol; cyclizing the phloroglucinol monomethyl ether by first reacting with chloracetonitrile in the presence of gaseous HCl and zinc chloride then heating with postassium acetate to obtain 6-hydroxy-4-methoxy-3-coumaranone; reducing the 6-hydroxy-4-methoxy-3-courmaranone by direct reduction in the presence of a hydrazine hydrate catalyst to obtain 6-hydrox...